From a dataset of the Open Reaction Database (ORD), a public repository of structured organic reaction records. describe an organic reaction: reactants, conditions, products, and yield Reactants: C1COCCN1, COC(=O)CCCCCOc1ccc2nc(Cl)n(-c3ccc(C)cc3)c2c1, CN(C)C=O, O. Yields the product COC(=O)CCCCCOc1ccc2nc(N3CCOCC3)n(-c3ccc(C)cc3)c2c1. RXN SMILES: [CH2:33]1[CH2:34][O:35][CH2:36][CH2:37][NH:38]1.[CH3:1][O:2][C:3]([CH2:4][CH2:5][CH2:6][CH2:7][CH2:8][O:9][c:10]1[cH:11][cH:12][c:13]2[c:14]([n:15](-[c:19]3[cH:20][cH:21][c:22]([CH3:25])[cH:23][cH:24]3)[c:16]([Cl:18])[n:17]2)[cH:26]1)=[O:27].[CH3:28][N:29]([CH3:30])[CH:31]=[O:32].[OH2:39]>>[CH3:1][O:2][C:3]([CH2:4][CH2:5][CH2:6][CH2:7][CH2:8][O:9][c:10]1[cH:11][cH:12][c:13]2[c:14]([n:15](-[c:19]3[cH:20][cH:21][c:22]([CH3:25])[cH:23][cH:24]3)[c:16]([N:38]3[CH2:33][CH2:34][O:35][CH2:36][CH2:37]3)[n:17]2)[cH:26]1)=[O:27]. Starting materials: c2cc1OCOc1cc2c3cnco3 (effective_coupling_partner), CN(C)C(=O)Oc1ccccc1 (substrate). The reagents and catalysts are dcypt. Reaction conditions: temperature 110 celsius, time 36 hour. Product: c4ccc(c3ncc(c2ccc1OCOc1c2)o3)cc4. Starting materials: C(C1=CC=CC=C1)O[C@@H]1[C@H]([C@H](OCC=C)O[C@@H]([C@H]1O)COC(CCCCCCCCCCCCCCC)=O)NC(CCCCCCCCCCCCCCC)=O (Allyl 3-O-benzyl-2-deoxy-2-palmitamido-6-O-palmitoyl-β-D-glucopyranoside), N12CCN(CC1)CC2 (1,4-diazabicyclo-[2.2.2]octane), C(C)O (ethanol), C1=CC=CC=C1 (benzene). The reagents and catalysts are C1=CC=C(C=C1)P(C2=CC=CC=C2)C3=CC=CC=C3.C1=CC=C(C=C1)P(C2=CC=CC=C2)C3=CC=CC=C3.C1=CC=C(C=C1)P(C2=CC=CC=C2)C3=CC=CC=C3.[Cl-].[Rh] (tris(triphenylphosphine)rhodium(I) chloride). The solvent is C(Cl)(Cl)Cl (CHCl3), O (water), CC(=O)C (acetone). Product: C(C1=CC=CC=C1)O[C@@H]1[C@H]([C@H](OC=CC)O[C@@H]([C@H]1O)COC(CCCCCCCCCCCCCCC)=O)NC(CCCCCCCCCCCCCCC)=O (1-propenyl 3-O-benzyl-2-deoxy-2-palmitamido-6-O-palmitoyl-β-D-glucopyranoside). Reaction SMILES: [CH2:1]([O:8][C@H:9]1[C@H:18]([OH:19])[C@@H:17]([CH2:20][O:21][C:22](=[O:38])[CH2:23][CH2:24][CH2:25][CH2:26][CH2:27][CH2:28][CH2:29][CH2:30][CH2:31][CH2:32][CH2:33][CH2:34][CH2:35][CH2:36][CH3:37])[O:16][C@@H:11]([O:12][CH2:13][CH:14]=[CH2:15])[C@@H:10]1[NH:39][C:40](=[O:56])[CH2:41][CH2:42][CH2:43][CH2:44][CH2:45][CH2:46][CH2:47][CH2:48][CH2:49][CH2:50][CH2:51][CH2:52][CH2:53][CH2:54][CH3:55])[C:2]1[CH:7]=[CH:6][CH:5]=[CH:4][CH:3]=1.C(O)C.C1C=CC=CC=1.N12CCN(CC1)CC2>C(Cl)(Cl)Cl.C1C=CC(P(C2C=CC=CC=2)C2C=CC=CC=2)=CC=1.C1C=CC(P(C2C=CC=CC=2)C2C=CC=CC=2)=CC=1.C1C=CC(P(C2C=CC=CC=2)C2C=CC=CC=2)=CC=1.[Cl-].[Rh].CC(C)=O.O>[CH2:1]([O:8][C@H:9]1[C@H:18]([OH:19])[C@@H:17]([CH2:20][O:21][C:22](=[O:38])[CH2:23][CH2:24][CH2:25][CH2:26][CH2:27][CH2:28][CH2:29][CH2:30][CH2:31][CH2:32][CH2:33][CH2:34][CH2:35][CH2:36][CH3:37])[O:16][C@@H:11]([O:12][CH:13]=[CH:14][CH3:15])[C@@H:10]1[NH:39][C:40](=[O:56])[CH2:41][CH2:42][CH2:43][CH2:44][CH2:45][CH2:46][CH2:47][CH2:48][CH2:49][CH2:50][CH2:51][CH2:52][CH2:53][CH2:54][CH3:55])[C:2]1[CH:7]=[CH:6][CH:5]=[CH:4][CH:3]=1 |f:5.6.7.8.9|. Procedure details: To 500 mg. of Compound 6 in a mixture of 2.0 ml. of ethanol, benzene and water (7:3:1) 40 mg. of tris(triphenylphosphine)rhodium(I) chloride and 15 mg. of 1,4-diazabicyclo-[2.2.2]octane were added. The reaction mixture was heated under reflux overnight. Thin layer chromatography (5% acetone in CHCl3) showed the reaction to be complete. The reaction was conducted in the general manner described by Corey et al, in J. Org. Chem., 38 (1973) 3224 and P. A. Gent et al, J. Chem. Soc., Chem. Commun., (1...